This data is from the Open Reaction Database (ORD), a public repository of structured organic reaction records. The task is: describe an organic reaction: reactants, conditions, products, and yield The reactants are OCCN1CCOCC1 (4-(2-hydroxyethyl)-morpholine), bis(methanesulfonate), CS(=O)(=O)O (methanesulfonic acid), ClC1=CC=C2CCN(C2=C1)C1=NC=NC2=CC(=C(C=C12)OC)O (4-(6-chloro-2,3-dihydro-indol-1-yl)-6-methoxy-quinazolin-7-ol), C1(=CC=CC=C1)P(C1=CC=CC=C1)C1=CC=CC=C1 (triphenylphosphine), C(C)OC(=O)N=NC(=O)OCC (diethyl-azodicarboxylate). Solvent: C1CCOC1 (THF), C(Cl)Cl (CH2Cl2), C1CCOC1 (THF). Reaction conditions: temperature 20 celsius, time 16 hour. Yields the product CS(=O)(=O)O.CS(=O)(=O)O.ClC1=CC=C2CCN(C2=C1)C1=NC=NC2=CC(=C(C=C12)OC)OCCN1CCOCC1 (4-(6-Chloro-2,3-dihydro-indol-1-yl)-6-methoxy-7-(2-morpholin-4-yl-ethoxy)-quinazoline bis(methanesulfonate) salt). RXN SMILES: [Cl:1][C:2]1[CH:10]=[C:9]2[C:5]([CH2:6][CH2:7][N:8]2[C:11]2[C:20]3[C:15](=[CH:16][C:17]([OH:23])=[C:18]([O:21][CH3:22])[CH:19]=3)[N:14]=[CH:13][N:12]=2)=[CH:4][CH:3]=1.C1(P(C2C=CC=CC=2)C2C=CC=CC=2)C=CC=CC=1.C(OC(N=NC(OCC)=O)=O)C.O[CH2:56][CH2:57][N:58]1[CH2:63][CH2:62][O:61][CH2:60][CH2:59]1.[CH3:64][S:65]([OH:68])(=[O:67])=[O:66]>C1COCC1.C(Cl)Cl>[CH3:64][S:65]([OH:68])(=[O:67])=[O:66].[CH3:64][S:65]([OH:68])(=[O:67])=[O:66].[Cl:1][C:2]1[CH:10]=[C:9]2[C:5]([CH2:6][CH2:7][N:8]2[C:11]2[C:20]3[C:15](=[CH:16][C:17]([O:23][CH2:56][CH2:57][N:58]4[CH2:63][CH2:62][O:61][CH2:60][CH2:59]4)=[C:18]([O:21][CH3:22])[CH:19]=3)[N:14]=[CH:13][N:12]=2)=[CH:4][CH:3]=1 |f:7.8.9|. Procedure: To a stirred solution of 4-(6-chloro-2,3-dihydro-indol-1-yl)-6-methoxy-quinazolin-7-ol (200 mg, 0.610 mmol; from Example 70) and triphenylphosphine(160 mg, 0.610 mmol) in dry THF (3 mL) under N2(g) was added diethyl-azodicarboxylate (106 μL, 0.671 mmol) dropwise at 0° C. over 10 minutes followed by a solution of 4-(2-hydroxyethyl)-morpholine (81 μL, 0.671 mmol) in dry THF (0.8 mL). The mixture was allowed to warm to 20° C. and stirred 16 hours before quenching with H2O (20μL) and concentrating i... The reactants are ( 3 ), C(=O)(OC(C)(C)C)N[C@@](C(C(=O)O)C(C)(C)C)(C(=O)O)N1C(CCC1=O)=O (N-Boc-β-tert-butyl-α-succinimido-aspartic acid), hexamethyleneimine. Run in CN(C)C=O (DMF), CN(C)C=O (DMF). Run at time 2 hour. The product is N([C@@H](CC(OC(C)(C)C)=O)C(=O)O)C(=O)OC(C)(C)C (Boc-Asp(But)). RXN SMILES: [C:1]([NH:8][C@:9](N1C(=O)CCC1=O)([C:18]([OH:20])=[O:19])[CH:10](C(C)(C)C)[C:11]([OH:13])=[O:12])([O:3][C:4]([CH3:7])([CH3:6])[CH3:5])=[O:2]>CN(C=O)C>[NH:8]([C:1]([O:3][C:4]([CH3:5])([CH3:6])[CH3:7])=[O:2])[C@H:9]([C:18]([OH:20])=[O:19])[CH2:10][C:11](=[O:12])[O:13][C:4]([CH3:7])([CH3:6])[CH3:5]. Procedure: FIG. 12 illustrates the synthesis of Mass Tag (3). To a mixture of N-Boc-β-tert-butyl-α-succinimido-aspartic acid (Boc-Asp(But)-OSu) (Bacchem, 0.1 mmol) in DMF (1 ml) was added hexamethyleneimine (Aldrich, 0.4 mmol). More DMF (2 ml) was added. The mixture was shaken at room temperature for 2 hours to form Boc-Asp(But)-HMI. Boc-Asp(But)-HMI was purified with preparative HPLC, and characterized with MS ([M+H]+: 371.3, calculated; 371.1, found). The reactants are ClC=1N=CC2=CC(=CC=C2C1)Cl (3,7-dichloroisoquinoline), COC1=CC=C([O-])C=C1.[Na+] (sodium 4-methoxyphenoxide), C([O-])([O-])=O.[K+].[K+] (potassium carbonate). The reagents and catalysts are [Cu]=O (copper oxide). Run at temperature 180 celsius. The product is ClC1=CC=C2C=C(N=CC2=C1)OC1=CC=C(C=C1)OC (7-chloro-3-(4-methoxyphenoxy)isoquinoline). The yield is 45.9%. RXN SMILES: Cl[C:2]1[N:3]=[CH:4][C:5]2[C:10]([CH:11]=1)=[CH:9][CH:8]=[C:7]([Cl:12])[CH:6]=2.[CH3:13][O:14][C:15]1[CH:21]=[CH:20][C:18]([O-:19])=[CH:17][CH:16]=1.[Na+].C(=O)([O-])[O-].[K+].[K+]>[Cu]=O>[Cl:12][C:7]1[CH:6]=[C:5]2[C:10]([CH:11]=[C:2]([O:19][C:18]3[CH:20]=[CH:21][C:15]([O:14][CH3:13])=[CH:16][CH:17]=3)[N:3]=[CH:4]2)=[CH:9][CH:8]=1 |f:1.2,3.4.5|. Reported procedure: A mixture of 3,7-dichloroisoquinoline (5.59 g), sodium 4-methoxyphenoxide (4.55 g), potassium carbonate (3.86 g) copper powder (50 mg) and trace of copper oxide were heated at 180° C. for 14 hrs. the mixture was then cooled and extracted with ethyl acetate, which in turn was washed with water, dried (MgSO4) and evaporated to give a crude brown solid. Purification by column chromatography over silica gel gave 7-chloro-3-(4-methoxyphenoxy)isoquinoline (3.70 g) as a tan solid, mp 77° C. Reactants: ClC1=CC=C(COC2=CC(NC=C2)=O)C=C1 (4-((4-chlorobenzyl)oxy)pyridin-2(1H)-one), BrC=1C=CC2=C(N(C(=N2)C(C)=O)C)C1 (1-(6-bromo-1-methyl-1H-benzimidazol-2-yl)ethanone), CNCCNC (N,N′-dimethylethylenediamine), C([O-])([O-])=O.[K+].[K+] (potassium carbonate). The reagents and catalysts are [Cu](I)I (copper iodide). Run in CS(=O)C (DMSO). Conditions: temperature 150 celsius, time 1 hour. Yields the product C(C)(=O)C1=NC2=C(N1C)C=C(C=C2)N2C(C=C(C=C2)OCC2=CC=C(C=C2)Cl)=O (1-(2-Acetyl-1-methyl-1H-benzimidazol-6-yl)-4-((4-chlorobenzyl)oxy)pyridin-2(1H)-one). The yield is 1.6%. As a reaction SMILES: [Cl:1][C:2]1[CH:16]=[CH:15][C:5]([CH2:6][O:7][C:8]2[CH:13]=[CH:12][NH:11][C:10](=[O:14])[CH:9]=2)=[CH:4][CH:3]=1.Br[C:18]1[CH:19]=[CH:20][C:21]2[N:25]=[C:24]([C:26](=[O:28])[CH3:27])[N:23]([CH3:29])[C:22]=2[CH:30]=1.CNCCNC.C(=O)([O-])[O-].[K+].[K+]>CS(C)=O.[Cu](I)I>[C:26]([C:24]1[N:23]([CH3:29])[C:22]2[CH:30]=[C:18]([N:11]3[CH:12]=[CH:13][C:8]([O:7][CH2:6][C:5]4[CH:15]=[CH:16][C:2]([Cl:1])=[CH:3][CH:4]=4)=[CH:9][C:10]3=[O:14])[CH:19]=[CH:20][C:21]=2[N:25]=1)(=[O:28])[CH3:27] |f:3.4.5|. Reported procedure: A mixture of 4-((4-chlorobenzyl)oxy)pyridin-2(1H)-one (596 mg), 1-(6-bromo-1-methyl-1H-benzimidazol-2-yl)ethanone (640 mg), N,N′-dimethylethylenediamine (0.272 ml), copper iodide (482 mg) and potassium carbonate (699 mg) in DMSO (10 ml) was stirred at 150° C. for 1 h. The mixture was quenched with NH3 solution and extracted with EtOAc twice. The organic layer was separated, washed with brine, dried over MgSO4 and concentrated in vacuo. The residue was purified by NH silica gel column chromatogra... Conditions: temperature 110 celsius. The reactants are C(C)(C)(C)OC(NC=1C(=NN2C1SC=C2Br)OC)=O (tert-butyl(3-bromo-6-methoxypyrazolo[5,1-b][1,3]thiazol-7-yl)carbamate), [Si](C)(C)(C(C)(C)C)OC1=CC(=C(C(=C1)OC)B(O)O)OC ((4-{[tert-butyl(dimethyl)silyl]oxy}-2,6-dimethoxyphenyl)boronic acid), C([O-])([O-])=O.[K+].[K+] (potassium carbonate). Procedure details: To a solution of tert-butyl(3-bromo-6-methoxypyrazolo[5,1-b][1,3]thiazol-7-yl)carbamate (375 mg, 1.08 mmol) in 1,4-dioxane (25 ml) and water (12.5 ml) were added (4-{[tert-butyl(dimethyl)silyl]oxy}-2,6-dimethoxyphenyl)boronic acid (505 mg, 1.61 mmol), tetrakis(triphenylphosphine)palladium(0) (125 mg, 0.108 mmol) and potassium carbonate (298 mg, 2.15 mmol), and the mixture was heated to reflux at 110° C. for two hours and 35 minutes. The reaction mixture was concentrated under reduced pressure. W... Isolated yield 53.1%. Yields the product C(C)(C)(C)OC(NC=1C(=NN2C1SC=C2C2=C(C=C(C=C2OC)O)OC)OC)=O (tert-Butyl[3-(4-hydroxy-2,6-dimethoxyphenyl)-6-methoxypyrazolo[5,1-b][1,3]thiazol-7-yl]carbamate). As a reaction SMILES: [C:1]([O:5][C:6](=[O:19])[NH:7][C:8]1[C:9]([O:17][CH3:18])=[N:10][N:11]2[C:15](Br)=[CH:14][S:13][C:12]=12)([CH3:4])([CH3:3])[CH3:2].[Si]([O:27][C:28]1[CH:33]=[C:32]([O:34][CH3:35])[C:31](B(O)O)=[C:30]([O:39][CH3:40])[CH:29]=1)(C(C)(C)C)(C)C.C(=O)([O-])[O-].[K+].[K+]>O1CCOCC1.O.C1C=CC([P]([Pd]([P](C2C=CC=CC=2)(C2C=CC=CC=2)C2C=CC=CC=2)([P](C2C=CC=CC=2)(C2C=CC=CC=2)C2C=CC=CC=2)[P](C2C=CC=CC=2)(C2C=CC=CC=2)C2C=CC=CC=2)(C2C=CC=CC=2)C2C=CC=CC=2)=CC=1>[C:1]([O:5][C:6](=[O:19])[NH:7][C:8]1[C:9]([O:17][CH3:18])=[N:10][N:11]2[C:15]([C:31]3[C:30]([O:39][CH3:40])=[CH:29][C:28]([OH:27])=[CH:33][C:32]=3[O:34][CH3:35])=[CH:14][S:13][C:12]=12)([CH3:4])([CH3:3])[CH3:2] |f:2.3.4,^1:57,59,78,97|. Solvent: O1CCOCC1 (1,4-dioxane), O (water). The reagents and catalysts are C=1C=CC(=CC1)[P](C=2C=CC=CC2)(C=3C=CC=CC3)[Pd]([P](C=4C=CC=CC4)(C=5C=CC=CC5)C=6C=CC=CC6)([P](C=7C=CC=CC7)(C=8C=CC=CC8)C=9C=CC=CC9)[P](C=1C=CC=CC1)(C=1C=CC=CC1)C=1C=CC=CC1 (tetrakis(triphenylphosphine)palladium(0)). Starting materials: ClCCl, COC(=O)c1cccnc1O, O=C1CCC(=O)N1I. The product is COC(=O)c1cc(I)cnc1O. As a reaction SMILES: [CH2:20]([Cl:21])[Cl:22].[CH3:1][O:2][C:3]([c:4]1[c:5]([OH:10])[n:6][cH:7][cH:8][cH:9]1)=[O:11].[I:12][N:13]1[C:14](=[O:15])[CH2:16][CH2:17][C:18]1=[O:19]>>[CH3:1][O:2][C:3]([c:4]1[c:5]([OH:10])[n:6][cH:7][c:8]([I:12])[cH:9]1)=[O:11]. Reactants: Brc1ccsc1-c1cccs1, [Li]CCCC, CCOCC, CCCCCC(=O)CCCCC. The product is CCCCCC(O)(CCCCC)c1ccsc1-c1cccs1. Reaction SMILES: [Br:1][c:2]1[c:3](-[c:7]2[s:8][cH:9][cH:10][cH:11]2)[s:4][cH:5][cH:6]1.[CH2:12]([Li:13])[CH2:14][CH2:15][CH3:16].[CH2:29]([O:30][CH2:31][CH3:32])[CH3:33].[CH3:17][CH2:18][CH2:19][CH2:20][CH2:21][C:22]([CH2:23][CH2:24][CH2:25][CH2:26][CH3:27])=[O:28]>>[c:2]1([C:22]([CH2:21][CH2:20][CH2:19][CH2:18][CH3:17])([CH2:23][CH2:24][CH2:25][CH2:26][CH3:27])[OH:28])[c:3](-[c:7]2[s:8][cH:9][cH:10][cH:11]2)[s:4][cH:5][cH:6]1. Starting materials: C1(=CC=C(C=C1)S(=O)(=O)O[C@@H]1CN(CC1)C(=O)OC(C)(C)C)C (tert-butyl (S)-3-(toluene-4-sulphonyloxy)pyrrolidine-1-carboxylate), C1(=CC=CC=C1)O (phenol). Yields the product O(C1=CC=CC=C1)[C@H]1CN(CC1)C(=O)OC(C)(C)C (tert-Butyl (R)-3-phenoxypyrrolidine-1-carboxylate). As a reaction SMILES: C1(C)C=CC(S([O:10][C@H:11]2[CH2:15][CH2:14][N:13]([C:16]([O:18][C:19]([CH3:22])([CH3:21])[CH3:20])=[O:17])[CH2:12]2)(=O)=O)=CC=1.[C:24]1(O)[CH:29]=[CH:28][CH:27]=[CH:26][CH:25]=1>>[O:10]([C@@H:11]1[CH2:15][CH2:14][N:13]([C:16]([O:18][C:19]([CH3:20])([CH3:21])[CH3:22])=[O:17])[CH2:12]1)[C:24]1[CH:29]=[CH:28][CH:27]=[CH:26][CH:25]=1. Reported procedure: Analogously to Method G, 1.01 g of tert-butyl (S)-3-(toluene-4-sulphonyloxy)pyrrolidine-1-carboxylate and 0.418 g of phenol are reacted. The title compound is obtained as a colourless oil. Rf=0.47 (2:1 EtOAc-heptane); Rt=4.88. Starting materials: C(C)(=O)O.N1CCC(CC1)NS(=O)(=O)C1=CC=C(C=C1)N(C)C(C)=O (N-(4-piperidyl)-4-(N-acetyl-N-methylamino)benzenesulfonamide acetate), O (water), [I-].[K+] (potassium iodide), BrCCC1=CC=CC=C1 (2-bromoethylbenzene). Solvent: C(O)([O-])=O.[Na+] (sodium hydrogencarbonate), CN(C=O)C (dimethylformamide). Reaction conditions: temperature 70 celsius, time 3 hour. The product is C1(=CC=CC=C1)CCN1CCC(CC1)NS(=O)(=O)C1=CC=C(C=C1)N(C)C(C)=O (N-[1-(2-phenylethyl)-4-piperidyl]-4-(N-acetyl-N-methylamino)benzenesulfonamide). Yield: 72.4%. As a reaction SMILES: C(O)(=O)C.[NH:5]1[CH2:10][CH2:9][CH:8]([NH:11][S:12]([C:15]2[CH:20]=[CH:19][C:18]([N:21]([C:23](=[O:25])[CH3:24])[CH3:22])=[CH:17][CH:16]=2)(=[O:14])=[O:13])[CH2:7][CH2:6]1.[I-].[K+].Br[CH2:29][CH2:30][C:31]1[CH:36]=[CH:35][CH:34]=[CH:33][CH:32]=1.O>C(=O)([O-])O.[Na+].CN(C)C=O>[C:31]1([CH2:30][CH2:29][N:5]2[CH2:6][CH2:7][CH:8]([NH:11][S:12]([C:15]3[CH:20]=[CH:19][C:18]([N:21]([C:23](=[O:25])[CH3:24])[CH3:22])=[CH:17][CH:16]=3)(=[O:14])=[O:13])[CH2:9][CH2:10]2)[CH:36]=[CH:35][CH:34]=[CH:33][CH:32]=1 |f:0.1,2.3,6.7|. Procedure: The N-(4-piperidyl)-4-(N-acetyl-N-methylamino)benzenesulfonamide acetate (3.71 g, 10.6 mmol) prepared in Preparative Example 17 was dissolved in a suspension of sodium hydrogencarbonate (2.52 g) and potassium iodide (3.32 g) in dimethylformamide (50 ml), followed by the addition of 2-bromoethylbenzene (1.49 ml, 11.0 mmol). The obtained mixture was stirred at 70° C. for 3 hours, followed by the addition of water. The obtained mixture was extracted with ethyl acetate. The organic layer was washed ...